From a dataset of the Open Reaction Database (ORD), a public repository of structured organic reaction records. describe an organic reaction: reactants, conditions, products, and yield The reactants are C(C)(C)C1=NC(=CC(=C1[N+](=O)[O-])C(C)C)OC1=CC=C(C=C1)Cl (2,4-diisopropyl-6-(4-chlorophenoxy)-3-nitropyridine). Reagents/catalysts: [Ni] (Raney nickel). Run in O1CCCC1 (tetrahydrofuran). Yields the product C(C)(C)C1=NC(=CC(=C1N)C(C)C)OC1=CC=C(C=C1)Cl (2,4-Diisopropyl-6-(4-chlorophenoxy)-3-aminopyridine). RXN SMILES: [CH:1]([C:4]1[C:9]([N+:10]([O-])=O)=[C:8]([CH:13]([CH3:15])[CH3:14])[CH:7]=[C:6]([O:16][C:17]2[CH:22]=[CH:21][C:20]([Cl:23])=[CH:19][CH:18]=2)[N:5]=1)([CH3:3])[CH3:2]>O1CCCC1.[Ni]>[CH:1]([C:4]1[C:9]([NH2:10])=[C:8]([CH:13]([CH3:15])[CH3:14])[CH:7]=[C:6]([O:16][C:17]2[CH:22]=[CH:21][C:20]([Cl:23])=[CH:19][CH:18]=2)[N:5]=1)([CH3:2])[CH3:3]. Reported procedure: 11.9 g of 2,4-diisopropyl-6-(4-chlorophenoxy)-3-nitropyridine are dissolved in 120 ml of tetrahydrofuran and, after the addition of 12 g of Raney nickel (suspended in ethanol), hydrogenated under normal pressure at from +30° C. to +35° C. The reaction mixture is filtered over diatomaceous earth and the filtrate is concentrated. The residue is purified by column chromatography on silica gel (eluant: ethyl acetate/hexane 1:3). 2,4-Diisopropyl-6-(4-chlorophenoxy)-3-aminopyridine is obtained in the ... The reactants are COc1ccc(CCl)cc1, CS(C)=O, [H-], [H][H], NCCCNc1ccccn1, [Na+], O. Yields the product COc1ccc(CN(CCCN)c2ccccn2)cc1. RXN SMILES: [CH3:16][O:17][c:18]1[cH:19][cH:20][c:21]([CH2:22][Cl:23])[cH:24][cH:25]1.[CH3:26][S:27]([CH3:28])=[O:29].[H-:1].[H:14][H:15].[NH2:3][CH2:4][CH2:5][CH2:6][NH:7][c:8]1[n:9][cH:10][cH:11][cH:12][cH:13]1.[Na+:2].[OH2:30]>>[NH2:3][CH2:4][CH2:5][CH2:6][N:7]([c:8]1[n:9][cH:10][cH:11][cH:12][cH:13]1)[CH2:22][c:21]1[cH:20][cH:19][c:18]([O:17][CH3:16])[cH:25][cH:24]1. The reactants are CC1CCC(N)CC1, CCOC(C)=O, CCCCCC, CN(C)C=O, O=C(Cl)C(=O)Cl, ClCCl, Cl, Cl, Cl, O=C(O)c1cnc2cc(F)ccc2c1, O=C(O)c1cnc2cccc(F)c2c1, Nc1cccc(F)c1. The product is CC1CCC(NC(=O)c2cnc3cc(F)ccc3c2)CC1. Reaction SMILES: [CH3:46][CH:47]1[CH2:48][CH2:49][CH:50]([NH2:53])[CH2:51][CH2:52]1.[CH3:57][CH2:58][O:59][C:60](=[O:61])[CH3:62].[CH3:63][CH2:64][CH2:65][CH2:66][CH2:67][CH3:68].[CH3:69][N:70]([CH3:71])[CH:72]=[O:73].[Cl:39][C:40]([C:41]([Cl:42])=[O:43])=[O:44].[Cl:54][CH2:55][Cl:56].[ClH:16].[ClH:1].[ClH:45].[F:17][c:18]1[cH:19][cH:20][c:21]2[cH:22][c:23]([C:28](=[O:29])[OH:30])[cH:24][n:25][c:26]2[cH:27]1.[F:2][c:3]1[cH:4][cH:5][cH:6][c:7]2[c:8]1[cH:9][c:10]([C:11]([OH:12])=[O:13])[cH:14][n:15]2.[F:31][c:32]1[cH:33][c:34]([NH2:38])[cH:35][cH:36][cH:37]1>>[F:17][c:18]1[cH:19][cH:20][c:21]2[cH:22][c:23]([C:28](=[O:30])[NH:53][CH:50]3[CH2:49][CH2:48][CH:47]([CH3:46])[CH2:52][CH2:51]3)[cH:24][n:25][c:26]2[cH:27]1. Yields the product N[C@@H](CC1=CC=C(C=C1)O)C(=O)O (tyrosine), oil. Reaction SMILES: C1(C)C=CC(S(O)(=O)=O)=CC=1.C([O:19][C:20](=[O:31])[C@H:21]([CH2:23][C:24]1[CH:29]=[CH:28][C:27]([OH:30])=[CH:26][CH:25]=1)[NH2:22])C1C=CC=CC=1.CCN(C(C)C)C(C)C.C(OC(OC(OC(C)(C)C)=O)=O)(C)(C)C.C(=O)([O-])[O-].[Cs+].[Cs+].BrCC(OC)=O>C1COCC1>[NH2:22][C@H:21]([C:20]([OH:31])=[O:19])[CH2:23][C:24]1[CH:25]=[CH:26][C:27]([OH:30])=[CH:28][CH:29]=1 |f:4.5.6|. The reactants are C1(=CC=C(C=C1)S(=O)(=O)O)C (para-toluenesulfonic acid), C(C1=CC=CC=C1)OC([C@@H](N)CC1=CC=C(C=C1)O)=O (tyrosine benzyl ester), CCN(C(C)C)C(C)C (DIEA), C(C)(C)(C)OC(=O)OC(=O)OC(C)(C)C (di-tert-butyidicarbonate), C([O-])([O-])=O.[Cs+].[Cs+] (Cesium carbonate), BrCC(=O)OC (methyl bromoacetate). The solvent is C1CCOC1 (THF). Reported procedure: The para-toluenesulfonic acid salt of tyrosine benzyl ester (5.05 g, 11.4 mmol) was dissolved in THF (50 mL) containing DIEA (2.18 mL, 12.5 mmol) and di-tert-butyidicarbonate (2.98 g, 13.7 mmol) was added in one portion. The reaction was stirred 1.5 h at room temperature. Volatiles were removed under reduced pressure and the residue was dissolved in Et2O (150 mL). The solution was washed successively with water (25 mL), 5% citric acid (25 mL) and 5% NaHCO3 (25 mL). After drying (MgSO4), the solv... Conditions: time 1.5 hour. The reactants are C(CCC)C1=NC=2N(C(=C1)Cl)N=CC2 (5-n-butyl-7-chloropyrazolo[1,5-a]pyrimidine), O.NN (Hydrazine monohydrate). Reaction conditions: time 10 hour. The product is C(CCC)C1=NC=2N(C(=C1)NN)N=CC2 (5-n-butyl-7-hydrazinopyrazolo[1,5-a]pyrimidine). As a reaction SMILES: [CH2:1]([C:5]1[CH:10]=[C:9](Cl)[N:8]2[N:12]=[CH:13][CH:14]=[C:7]2[N:6]=1)[CH2:2][CH2:3][CH3:4].O.[NH2:16][NH2:17]>>[CH2:1]([C:5]1[CH:10]=[C:9]([NH:16][NH2:17])[N:8]2[N:12]=[CH:13][CH:14]=[C:7]2[N:6]=1)[CH2:2][CH2:3][CH3:4] |f:1.2|. Procedure: Hydrazine monohydrate (50 ml) was slowly added dropwise to 21.0 g of 5-n-butyl-7-chloropyrazolo[1,5-a]pyrimidine prepared in step (2) of Reference Example 1 at room temperature and stirred at room temperature for 10 hours. After completion of the reaction, the crystals precipitated were collected, washed with water and recrystallized from chloroform-n-hexane to provide 12.6 g of the object compound as colorless crystals (melting point: 126°-129° C.). Reactants: CCOC(=O)C=CC(C)(C)c1ccc(Cl)c(OC)c1, CCOC(C)=O. Product: CCOC(=O)CCC(C)(C)c1ccc(Cl)c(OC)c1. Reaction SMILES: [CH2:1]([CH3:2])[O:3][C:4]([CH:5]=[CH:6][C:7]([CH3:8])([CH3:9])[c:10]1[cH:11][c:12]([O:17][CH3:18])[c:13]([Cl:16])[cH:14][cH:15]1)=[O:19].[CH3:20][CH2:21][O:22][C:23](=[O:24])[CH3:25]>>[CH2:1]([CH3:2])[O:3][C:4]([CH2:5][CH2:6][C:7]([CH3:8])([CH3:9])[c:10]1[cH:11][c:12]([O:17][CH3:18])[c:13]([Cl:16])[cH:14][cH:15]1)=[O:19].